This data is from the Open Reaction Database (ORD), a public repository of structured organic reaction records. The task is: describe an organic reaction: reactants, conditions, products, and yield Reactants: O=C[O-], [Mg], O=[N+]([O-])c1cc(S(=O)(=O)O)c2cccc(S(=O)(=O)O)c2c1, [Na+], O, O=S(=O)(O)O. Product: Nc1cc(S(=O)(=O)O)c2cccc(S(=O)(=O)O)c2c1. RXN SMILES: [CH:28]([O-:29])=[O:30].[Mg:1].[N+:2]([O-:3])(=[O:4])[c:5]1[cH:6][c:7]([S:19](=[O:20])(=[O:21])[OH:22])[c:8]2[cH:9][cH:10][cH:11][c:12]([S:15](=[O:16])(=[O:17])[OH:18])[c:13]2[cH:14]1.[Na+:31].[OH2:32].[S:23](=[O:24])(=[O:25])([OH:26])[OH:27]>>[NH2:2][c:5]1[cH:6][c:7]([S:19](=[O:20])(=[O:21])[OH:22])[c:8]2[cH:9][cH:10][cH:11][c:12]([S:15](=[O:16])(=[O:17])[OH:18])[c:13]2[cH:14]1. Starting materials: COC(=O)C(Br)c1ccc(OCC(C)Oc2ccc(C(C)(C)C)cc2)cc1, Oc1ccc(C(F)(F)F)cc1, C1CCOC1. Yields the product COC(=O)C(Oc1ccc(C(F)(F)F)cc1)c1ccc(OCC(C)Oc2ccc(C(C)(C)C)cc2)cc1. Reaction SMILES: [Br:1][CH:2]([C:3](=[O:4])[O:5][CH3:6])[c:7]1[cH:8][cH:9][c:10]([O:13][CH2:14][CH:15]([CH3:16])[O:17][c:18]2[cH:19][cH:20][c:21]([C:24]([CH3:25])([CH3:26])[CH3:27])[cH:22][cH:23]2)[cH:11][cH:12]1.[F:28][C:29]([c:30]1[cH:31][cH:32][c:33]([OH:36])[cH:34][cH:35]1)([F:37])[F:38].[O:39]1[CH2:40][CH2:41][CH2:42][CH2:43]1>>[CH:2]([C:3](=[O:4])[O:5][CH3:6])([c:7]1[cH:8][cH:9][c:10]([O:13][CH2:14][CH:15]([CH3:16])[O:17][c:18]2[cH:19][cH:20][c:21]([C:24]([CH3:25])([CH3:26])[CH3:27])[cH:22][cH:23]2)[cH:11][cH:12]1)[O:36][c:33]1[cH:32][cH:31][c:30]([C:29]([F:28])([F:37])[F:38])[cH:35][cH:34]1. Starting materials: NC1C2=C(CCC3=C1C=CC=C3)C=CC=C2 (5-amino-10,11-dihydro-5H-dibenzo[a,d]cycloheptene), ClCC(=O)Cl (chloroacetyl chloride), N1CCC2(CC1)OCC1=CC=CC=C12 (spiro[isobenzofuran-1(3H),4'piperidine]). Product: Cl.C1=CC=CC=2C(C3=C(CCC21)C=CC=C3)NCCN3CCC2(CC3)OCC3=CC=CC=C32 ((10,11-Dihydro-5H-dibenzo[a,d]cyclohepten-5-yl)-[2-(3H-spiro[isobenzofuran-1,4'-piperidin]-1'-yl)-ethyl]-amine hydrochloride). Reaction SMILES: [NH2:1][CH:2]1[C:8]2[CH:9]=[CH:10][CH:11]=[CH:12][C:7]=2[CH2:6][CH2:5][C:4]2[CH:13]=[CH:14][CH:15]=[CH:16][C:3]1=2.[Cl:17][CH2:18][C:19](Cl)=O.[NH:22]1[CH2:27][CH2:26][C:25]2([C:35]3[C:30](=[CH:31][CH:32]=[CH:33][CH:34]=3)[CH2:29][O:28]2)[CH2:24][CH2:23]1>>[ClH:17].[CH:12]1[C:7]2[CH2:6][CH2:5][C:4]3[CH:13]=[CH:14][CH:15]=[CH:16][C:3]=3[CH:2]([NH:1][CH2:18][CH2:19][N:22]3[CH2:27][CH2:26][C:25]4([C:35]5[C:30](=[CH:31][CH:32]=[CH:33][CH:34]=5)[CH2:29][O:28]4)[CH2:24][CH2:23]3)[C:8]=2[CH:9]=[CH:10][CH:11]=1 |f:3.4|. Reported procedure: The title compound, m.p. 215° C. and MS: m/e=425.3 (M+H+), was prepared in accordance with the general method of example 1 from 5-amino-10,11-dihydro-5H-dibenzo[a,d]cycloheptene, chloroacetyl chloride, spiro[isobenzofuran-1(3H),4'piperidine] and Hcl. Reactants: S1C(=CC=C1)S(=O)(=O)N1C[C@H](N(CC1)C1=CC=C(C=C1)[C@](C(F)(F)F)(C)O)CN1C[C@@H](CC1)O ((3R)-1-(((2R)-4-(2-thiophenylsulfonyl)-1-(4-((1S)-2,2,2-trifluoro-1-hydroxy-1-methylethyl)phenyl)-2-piperazinyl)methyl)-3-pyrrolidinol), C=1N=C(C2=C(N1)N(C=N2)[C@H]3[C@@H]([C@@H]([C@H](O3)COP(=O)(O)OP(=O)(O)OC[C@@H]4[C@H]([C@H]([C@@H](O4)N5C=CCC(=C5)C(=O)N)O)O)O)OP(=O)(O)O)N (NADPH), S1C(=CC=C1)S(=O)(=O)N1C[C@@H](N(CC1)C1=CC=C(C=C1)[C@@](C(F)(F)F)(C)O)CN1C[C@@H](CC1)O ((3R)-1-(((2S)-4-(2-thiophenylsulfonyl)-1-(4-((1R)-2,2,2-trifluoro-1-hydroxy-1-methylethyl)phenyl)-2-piperazinyl)methyl)-3-pyrrolidinol), S1C(=CC=C1)S(=O)(=O)N1C[C@@H](N(CC1)C1=CC=C(C=C1)[C@](C(F)(F)F)(C)O)CN1C[C@@H](CC1)O ((3R)-1-(((2S)-4-(2-thiophenylsulfonyl)-1-(4-((1S)-2,2,2-trifluoro-1-hydroxy-1-methylethyl)phenyl)-2-piperazinyl)methyl)-3-pyrrolidinol). Yields the product S1C(=CC=C1)S(=O)(=O)N1C[C@H](N(CC1)C1=CC=C(C=C1)[C@@](C(F)(F)F)(C)O)CN1C[C@@H](CC1)O ((3R)-1-(((2R)-4-(2-thiophenylsulfonyl)-1-(4-((1R)-2,2,2-trifluoro-1-hydroxy-1-methylethyl)phenyl)-2-piperazinyl)methyl)-3-pyrrolidinol). As a reaction SMILES: [S:1]1[CH:5]=[CH:4][CH:3]=[C:2]1[S:6]([N:9]1[CH2:14][CH2:13][N:12]([C:15]2[CH:20]=[CH:19][C:18]([C@@:21]([OH:27])([CH3:26])[C:22]([F:25])([F:24])[F:23])=[CH:17][CH:16]=2)[C@H:11]([CH2:28][N:29]2[CH2:33][CH2:32][C@@H:31]([OH:34])[CH2:30]2)[CH2:10]1)(=[O:8])=[O:7].S1C=CC=C1S(N1CCN(C2C=CC([C@](O)(C)C(F)(F)F)=CC=2)[C@@H](CN2CC[C@@H](O)C2)C1)(=O)=O.S1C=CC=C1S(N1CCN(C2C=CC([C@@](O)(C)C(F)(F)F)=CC=2)[C@@H](CN2CC[C@@H](O)C2)C1)(=O)=O.C1N=C(N)C2N=CN([C@@H]3O[C@H](COP(OP(OC[C@H]4O[C@@H](N5C=C(C(N)=O)CC=C5)[C@H](O)[C@@H]4O)(O)=O)(O)=O)[C@@H](O)[C@H]3OP(O)(O)=O)C=2N=1>>[S:1]1[CH:5]=[CH:4][CH:3]=[C:2]1[S:6]([N:9]1[CH2:14][CH2:13][N:12]([C:15]2[CH:16]=[CH:17][C:18]([C@:21]([OH:27])([CH3:26])[C:22]([F:23])([F:24])[F:25])=[CH:19][CH:20]=2)[C@H:11]([CH2:28][N:29]2[CH2:33][CH2:32][C@@H:31]([OH:34])[CH2:30]2)[CH2:10]1)(=[O:7])=[O:8]. Procedure details: (3R)-1-(((2R)-4-(2-thiophenylsulfonyl)-1-(4-((1S)-2,2,2-trifluoro-1-hydroxy-1-methylethyl)phenyl)-2-piperazinyl)methyl)-3-pyrrolidinol; (3R)-1-(((2S)-4-(2-thiophenylsulfonyl)-1-(4-((1R)-2,2,2-trifluoro-1-hydroxy-1-methylethyl)phenyl)-2-piperazinyl)methyl)-3-pyrrolidinol; (3R)-1-(((2S)-4-(2-thiophenylsulfonyl)-1-(4-((1S)-2,2,2-trifluoro-1-hydroxy-1-methylethyl)phenyl)-2-piperazinyl)methyl)-3-pyrrolidinol. 1H NMR (400 MHz, DMSO-d6) δ 8.07-8.05 (m, 1H), 7.69-7.67 (m, 1H), 7.38-7.36 (d, J=9.1 Hz, 2H...